Task: describe an organic reaction: reactants, conditions, products, and yield. Dataset: the Open Reaction Database (ORD), a public repository of structured organic reaction records The reactants are [BH3-]C#N, [CH3], CO, CO, O=C(NCC=NO)c1cc(Cl)cc(Cl)c1Cl, Cl, [Na+]. Product: O=CN(O)CCNC(=O)c1cc(Cl)cc(Cl)c1Cl. As a reaction SMILES: [C:21]([BH3-:22])#[N:23].[CH3:17].[CH3:18][OH:19].[CH3:25][OH:26].[Cl:1][c:2]1[c:3]([C:4](=[O:5])[NH:6][CH2:7][CH:8]=[N:9][OH:10])[cH:11][c:12]([Cl:16])[cH:13][c:14]1[Cl:15].[ClH:20].[Na+:24]>>[Cl:1][c:2]1[c:3]([C:4](=[O:5])[NH:6][CH2:7][CH2:8][N:9]([OH:10])[CH:18]=[O:19])[cH:11][c:12]([Cl:16])[cH:13][c:14]1[Cl:15]. Reactants: O=C([O-])[O-], C1CCOC1, COc1cc(N)cc(C(F)(F)F)c1, Cl, [I-], [K+], O=N[O-], [Na+], [Na+], [Na+]. Product: COc1cc(I)cc(C(F)(F)F)c1. Reaction SMILES: [C:21](=[O:22])([O-:23])[O-:24].[CH2:27]1[O:28][CH2:29][CH2:30][CH2:31]1.[CH3:2][O:3][c:4]1[cH:5][c:6]([NH2:14])[cH:7][c:8]([C:10]([F:11])([F:12])[F:13])[cH:9]1.[ClH:1].[I-:20].[K+:19].[N:15]([O-:16])=[O:17].[Na+:18].[Na+:25].[Na+:26]>>[CH3:2][O:3][c:4]1[cH:5][c:6]([I:20])[cH:7][c:8]([C:10]([F:11])([F:12])[F:13])[cH:9]1. The reactants are N#CCCCBr, CC(=O)O, [H-], Oc1cccc(CN2CCCC2)c1, [Na+], CN(C)C=O, O. Product: N#CCCCOc1cccc(CN2CCCC2)c1. Reaction SMILES: [Br:16][CH2:17][CH2:18][CH2:19][C:20]#[N:21].[CH3:28][C:29](=[O:30])[OH:31].[H-:14].[N:1]1([CH2:6][c:7]2[cH:8][c:9]([OH:13])[cH:10][cH:11][cH:12]2)[CH2:2][CH2:3][CH2:4][CH2:5]1.[Na+:15].[O:23]=[CH:24][N:25]([CH3:26])[CH3:27].[OH2:22]>>[N:1]1([CH2:6][c:7]2[cH:8][c:9]([O:13][CH2:17][CH2:18][CH2:19][C:20]#[N:21])[cH:10][cH:11][cH:12]2)[CH2:2][CH2:3][CH2:4][CH2:5]1. Reactants: N#Cc1ccc(N)cc1Cl, O=N[O-], NC(N)=O, [Na+], O, O=S(=O)(O)O. Yields the product N#Cc1ccc(O)cc1Cl. RXN SMILES: [Cl:1][c:2]1[c:3]([C:4]#[N:5])[cH:6][cH:7][c:8]([NH2:10])[cH:9]1.[N:16]([O-:17])=[O:18].[NH2:20][C:21](=[O:22])[NH2:23].[Na+:19].[OH2:24].[S:11]([OH:12])(=[O:13])(=[O:14])[OH:15]>>[Cl:1][c:2]1[c:3]([C:4]#[N:5])[cH:6][cH:7][c:8]([OH:12])[cH:9]1. Reactants: C1(=CC=CC=C1)C(=S)NN (benzenecarbothioic acid hydrazide), C(C=O)(=O)OCC1=CC=CC=C1 (benzyl glyoxylate). Run in C(C)O (ethanol). The product is C1(=CC=CC=C1)C1=NNC(S1)C(=O)OCC1=CC=CC=C1 (Benzyl 2,3-dihydro-5-phenyl-1,3,4-thiadiazole-2-carboxylate). Reaction SMILES: [C:1]1([C:7]([NH:9][NH2:10])=[S:8])[CH:6]=[CH:5][CH:4]=[CH:3][CH:2]=1.[C:11]([O:15][CH2:16][C:17]1[CH:22]=[CH:21][CH:20]=[CH:19][CH:18]=1)(=[O:14])[CH:12]=O>C(O)C>[C:1]1([C:7]2[S:8][CH:12]([C:11]([O:15][CH2:16][C:17]3[CH:22]=[CH:21][CH:20]=[CH:19][CH:18]=3)=[O:14])[NH:10][N:9]=2)[CH:6]=[CH:5][CH:4]=[CH:3][CH:2]=1. Reported procedure: A solution of benzenecarbothioic acid hydrazide (2g) and benzyl glyoxylate (2.6g) in ethanol (5ml) was stirred at room temperature for 18 hours under nitrogen. The solvent was removed by evaporation and the residue was flash chromatographed to yield the sub-title product (3.5g) as a beige solid. Yields the product COc1ccc(Br)cc1C(C)(C)CCl. Reactants: COc1ccc(Br)cc1, C=C(C)CCl, ClCCl, O, O=S(=O)(O)O. Reaction SMILES: [Br:6][c:7]1[cH:8][cH:9][c:10]([O:13][CH3:14])[cH:11][cH:12]1.[Cl:16][CH2:17][C:18](=[CH2:19])[CH3:20].[Cl:21][CH2:22][Cl:23].[OH2:15].[S:1](=[O:2])(=[O:3])([OH:4])[OH:5]>>[Br:6][c:7]1[cH:8][c:9]([C:18]([CH2:17][Cl:16])([CH3:19])[CH3:20])[c:10]([O:13][CH3:14])[cH:11][cH:12]1.